This data is from the Open Reaction Database (ORD), a public repository of structured organic reaction records. The task is: describe an organic reaction: reactants, conditions, products, and yield The reactants are ClC(Cl)Cl, Nc1ccccc1CO. The product is Nc1ccccc1C=O. RXN SMILES: [CH:10]([Cl:11])([Cl:12])[Cl:13].[NH2:1][c:2]1[c:3]([CH2:4][OH:5])[cH:6][cH:7][cH:8][cH:9]1>>[NH2:1][c:2]1[c:3]([CH:4]=[O:5])[cH:6][cH:7][cH:8][cH:9]1. Reactants: C([O-])(O)=O.[Na+] (sodium bicarbonate), C(=O)(OC(C)(C)C)OC(=O)OC(C)(C)C (di-t-butyl dicarbonate), N[C@@H](CN1CC(N(CC1(C)C)C1=C(C=CC=C1)C)=O)[C@H]1OC([C@@H](C1)CC)=O (4-{(S)-2-amino-2-[(2S,4R)-4-ethyl-5-oxotetrahydrofuran-2-yl]ethyl}-5,5-dimethyl-1-(2-methylphenyl)piperazin-2-one), C([O-])([O-])=O.[Cs+].[Cs+] (cesium carbonate), CC1(N(CC(N(C1)C1=C(C=CC=C1)C)=O)C[C@@H]([C@H]1OC([C@@H](C1)CC)=O)NS(=O)(=O)C1=C(C=CC=C1)[N+](=O)[O-])C (N-{(S)-2-[2,2-Dimethyl-4-(2-methylphenyl)-5-oxopiperazin-1-yl]-1-[(2S,4R)-4-ethyl-5-oxotetrahydrofuran-2-yl]ethyl}-2-nitrobenzenesulfonamide), C1(=CC=CC=C1)S (thiophenol). Solvent: [Cl-].[Na+].O (Brine), [Cl-].[Na+].O (Brine), C(C)(=O)OCC (ethyl acetate), O (water), C(C)#N (acetonitrile). Run at time 1 hour. Product: C(C)(C)(C)OC(N[C@@H](CN1C(CN(C(C1)=O)C1=C(C=CC=C1)C)(C)C)[C@H]1OC([C@@H](C1)CC)=O)=O ({(S)-2-[2,2-Dimethyl-4-(2-methylphenyl)-5-oxopiperazin-1-yl]-1-[(2S,4R)-4-ethyl-5-oxotetrahydrofuran-2-yl]ethyl}carbamic acid t-butyl ester). The yield is 88.6%. Reaction SMILES: C(=O)([O-])[O-].[Cs+].[Cs+].[CH3:7][C:8]1([CH3:45])[CH2:13][N:12]([C:14]2[CH:19]=[CH:18][CH:17]=[CH:16][C:15]=2[CH3:20])[C:11](=[O:21])[CH2:10][N:9]1[CH2:22][C@H:23]([NH:32]S(C1C=CC=CC=1[N+]([O-])=O)(=O)=O)[C@@H:24]1[CH2:28][C@@H:27]([CH2:29][CH3:30])[C:26](=[O:31])[O:25]1.C1(S)C=CC=CC=1.C(=O)(O)[O-].[Na+].[C:58](OC(OC(C)(C)C)=O)([O:60][C:61]([CH3:64])([CH3:63])[CH3:62])=[O:59].N[C@H]([C@@H]1C[C@@H](CC)C(=O)O1)CN1C(C)(C)CN(C2C=CC=CC=2C)C(=O)C1>C(#N)C.[Cl-].[Na+].O.C(OCC)(=O)C.O>[C:61]([O:60][C:58](=[O:59])[NH:32][C@H:23]([C@@H:24]1[CH2:28][C@@H:27]([CH2:29][CH3:30])[C:26](=[O:31])[O:25]1)[CH2:22][N:9]1[CH2:10][C:11](=[O:21])[N:12]([C:14]2[CH:19]=[CH:18][CH:17]=[CH:16][C:15]=2[CH3:20])[CH2:13][C:8]1([CH3:45])[CH3:7])([CH3:64])([CH3:63])[CH3:62] |f:0.1.2,5.6,10.11.12|. Procedure details: 854 mg of cesium carbonate (2.62 mmol) was added to a solution of 1.22 g of N-{(S)-2-[2,2-dimethyl-4-(2-methylphenyl)-5-oxopiperazin-1-yl]-1-[(2S,4R)-4-ethyl-5-oxotetrahydrofuran-2-yl]ethyl}-2-nitrobenzenesulfonamide obtained in Example (110a) (2.18 mmol) and 0.45 ml of thiophenol (content: 95%) (4.37 mmol) in acetonitrile (22 ml) under a nitrogen atmosphere at room temperature, and the mixture was stirred at the same temperature for one hour. Brine was added to the reaction mixture, followed by... Reactants: Cl.C1(=CC=CC=C1)CCN (phenylethylamine hydrochloride), BrC(CN)C(=O)OC(C)(C)C (2-bromo-N-tert-butyloxycarbonylethylamine), C(=O)([O-])[O-].[K+].[K+] (K2CO3), CN(C)C=O (DMF). Run at temperature 60 celsius. The product is C(C)(C)(C)OC(NCCNCCC1=CC=CC=C1)=O (2-(Phenylethylamino)ethyl carbamic acid tert-butyl ester). Yield: 30.0%. As a reaction SMILES: Cl.[C:2]1([CH2:8][CH2:9][NH2:10])[CH:7]=[CH:6][CH:5]=[CH:4][CH:3]=1.BrC([C:15]([O:17][C:18]([CH3:21])([CH3:20])[CH3:19])=[O:16])CN.[C:22]([O-])([O-])=O.[K+].[K+].C[N:29]([CH:31]=O)C>>[C:18]([O:17][C:15](=[O:16])[NH:29][CH2:31][CH2:22][NH:10][CH2:9][CH2:8][C:2]1[CH:7]=[CH:6][CH:5]=[CH:4][CH:3]=1)([CH3:19])([CH3:20])[CH3:21] |f:0.1,3.4.5|. Procedure details: A solution of phenylethylamine hydrochloride (2.88 g, 0.018 mol) and 2-bromo-N-tert-butyloxycarbonylethylamine (4.1 g, 0.018 mmol) in DMF (50 mL), containing K2CO3 (5.0 g, 0.036 mol), was heated at 60° C. for 4 h. The solution was filtered, evaporated and the residue partitioned between CH2Cl2 (2×100 mL) and water (100 mL). The combined organic layers were dried (Na2SO4) and evaporated. The residue was chromatographed on silica gel, eluting with CH2Cl2 :MeOH (90:10), to afford the title compound...